Dataset: the Open Reaction Database (ORD), a public repository of structured organic reaction records. Task: describe an organic reaction: reactants, conditions, products, and yield Reactants: O=C([O-])[O-], CC(=O)c1cc([Si](C)(C)C)cc([Si](C)(C)C)c1, [K+], [K+], [K+], [Na+], [OH-], O, O=S([O-])O. The product is C[Si](C)(C)c1cc(C(=O)O)cc([Si](C)(C)C)c1. RXN SMILES: [C:1]([O-:2])([O-:3])=[O:4].[CH3:9][Si:10]([c:11]1[cH:12][c:13]([C:21](=[O:22])[CH3:23])[cH:14][c:15]([Si:17]([CH3:18])([CH3:19])[CH3:20])[cH:16]1)([CH3:24])[CH3:25].[K+:5].[K+:6].[K+:8].[Na+:30].[OH-:7].[OH2:31].[S:26](=[O:27])([OH:28])[O-:29]>>[C:1]([OH:2])(=[O:4])[c:13]1[cH:12][c:11]([Si:10]([CH3:9])([CH3:24])[CH3:25])[cH:16][c:15]([Si:17]([CH3:18])([CH3:19])[CH3:20])[cH:14]1. The reactants are Cl (HCl), CN(C)N=NC1=C(SC(=C1)C1=CC=CC=C1)C(=O)OC (methyl 3-[(dimethylamino)diazenyl]-5-phenylthiophene-2-carboxylate), [OH-].[Na+] (sodium hydroxide). Run in CO (methanol), O (water). Run at time 16 hour. The product is CN(C)N=NC1=C(SC(=C1)C1=CC=CC=C1)C(=O)O (3-[(dimethylamino)diazenyl]-5-phenylthiophene-2-carboxylic acid). Yield: 64.2%. As a reaction SMILES: [CH3:1][N:2]([N:4]=[N:5][C:6]1[CH:10]=[C:9]([C:11]2[CH:16]=[CH:15][CH:14]=[CH:13][CH:12]=2)[S:8][C:7]=1[C:17]([O:19]C)=[O:18])[CH3:3].[OH-].[Na+].Cl>CO.O>[CH3:3][N:2]([N:4]=[N:5][C:6]1[CH:10]=[C:9]([C:11]2[CH:16]=[CH:15][CH:14]=[CH:13][CH:12]=2)[S:8][C:7]=1[C:17]([OH:19])=[O:18])[CH3:1] |f:1.2|. Reported procedure: To a solution of methyl 3-[(dimethylamino)diazenyl]-5-phenylthiophene-2-carboxylate (1.8 g, 6.22 mmol) in methanol (50 mL) was added a solution of sodium hydroxide (1.24 g, 31.1 mmol) in water (15 mL) and stirred at rt for 16 h. The mixture was diluted with ice cold water and acidified with dil. HCl. The mixture was stirred for 30 min and the precipitated solid was filtered, washed with water and dried. The solid was chromatographed over silica gel column using hexane-ethyl acetate (70:30) as el... Starting materials: COc1cc2ncnc(N3CCNCC3)c2cc1OC, Cc1ccccc1, O=C=Nc1ccc(CCl)cc1. Yields the product COc1cc2ncnc(N3CCN(C(=O)Nc4ccc(CCl)cc4)CC3)c2cc1OC. As a reaction SMILES: [CH3:1][O:2][c:3]1[cH:4][c:5]2[c:6]([N:15]3[CH2:16][CH2:17][NH:18][CH2:19][CH2:20]3)[n:7][cH:8][n:9][c:10]2[cH:11][c:12]1[O:13][CH3:14].[CH3:32][c:33]1[cH:34][cH:35][cH:36][cH:37][cH:38]1.[Cl:21][CH2:22][c:23]1[cH:24][cH:25][c:26]([N:29]=[C:30]=[O:31])[cH:27][cH:28]1>>[CH3:1][O:2][c:3]1[cH:4][c:5]2[c:6]([N:15]3[CH2:16][CH2:17][N:18]([C:30]([NH:29][c:26]4[cH:25][cH:24][c:23]([CH2:22][Cl:21])[cH:28][cH:27]4)=[O:31])[CH2:19][CH2:20]3)[n:7][cH:8][n:9][c:10]2[cH:11][c:12]1[O:13][CH3:14].